This data is from the Open Reaction Database (ORD), a public repository of structured organic reaction records. The task is: describe an organic reaction: reactants, conditions, products, and yield The reactants are NC1=NC(=C2N=CN(C2=N1)[C@H]1[C@@H](OCC2=CC=CC=C2)[C@H](OCC2=CC=CC=C2)[C@H](O1)COCC1=CC=CC=C1)N (2-Amino-9-(2,3,5-tri-O-benzyl-beta-D-arabinofuranosyl)adenine), F[B-](F)(F)F.[H+] (fluoroboric acid). Product: C(C1=CC=CC=C1)O[C@@H]1[C@@H](O[C@@H]([C@H]1OCC1=CC=CC=C1)COCC1=CC=CC=C1)N1C2=NC(=NC(=C2N=C1)N)F (9-(2,3,5-Tri-O-benzyl-beta-D-arabinofuranosyl)-2-fluoroadenine). As a reaction SMILES: N[C:2]1[N:10]=[C:9]2[C:5]([N:6]=[CH:7][N:8]2[C@@H:11]2[O:31][C@H:30]([CH2:32][O:33][CH2:34][C:35]3[CH:40]=[CH:39][CH:38]=[CH:37][CH:36]=3)[C@@H:21]([O:22][CH2:23][C:24]3[CH:29]=[CH:28][CH:27]=[CH:26][CH:25]=3)[C@@H:12]2[O:13][CH2:14][C:15]2[CH:20]=[CH:19][CH:18]=[CH:17][CH:16]=2)=[C:4]([NH2:41])[N:3]=1.[F:42][B-](F)(F)F.[H+]>>[CH2:14]([O:13][C@H:12]1[C@H:21]([O:22][CH2:23][C:24]2[CH:29]=[CH:28][CH:27]=[CH:26][CH:25]=2)[C@@H:30]([CH2:32][O:33][CH2:34][C:35]2[CH:40]=[CH:39][CH:38]=[CH:37][CH:36]=2)[O:31][C@H:11]1[N:8]1[CH:7]=[N:6][C:5]2[C:9]1=[N:10][C:2]([F:42])=[N:3][C:4]=2[NH2:41])[C:15]1[CH:20]=[CH:19][CH:18]=[CH:17][CH:16]=1 |f:1.2|. Procedure: The process of claim 1 wherein in addition the 2-amino group of (V) is replaced with a 2-fluoro group by reaction with fluoroboric acid in an organic solvent for the reaction to form 9-(2,3,5 tri-O-benzyl-beta-D-arabinofuranosyl)-2-fluoroadenine (VI) and wherein (VI) is treated in a reaction mixture with hydrogen and palladium chloride in an organic solvent and in a sealed vessel under pressure to produce 9-beta-D-arabinofuranosyl-2-fluoroadenine (VII) which is separated from the reaction mixtur...